From a dataset of the Open Reaction Database (ORD), a public repository of structured organic reaction records. describe an organic reaction: reactants, conditions, products, and yield Starting materials: C(CCCCC)[C@H](C(=O)O)CC#C ((2S)-2-hexylpent-4-ynoic acid). Reagents/catalysts: C([O-])([O-])=O.[Ca+2].[Pd+2].C([O-])([O-])=O (palladium-calcium carbonate). Run in C(C)O (ethanol). Product: C(CCCCC)[C@@H]1C(OC(C1)=C)=O ((3S)-3-hexyl-5-methylidenedihydrofuran-2-(3H)-one). Reaction SMILES: [CH2:1]([C@@H:7]([CH2:11][C:12]#[CH:13])[C:8]([OH:10])=[O:9])[CH2:2][CH2:3][CH2:4][CH2:5][CH3:6]>C(=O)([O-])[O-].[Ca+2].[Pd+2].C(=O)([O-])[O-].C(O)C>[CH2:1]([C@H:7]1[CH2:11][C:12](=[CH2:13])[O:9][C:8]1=[O:10])[CH2:2][CH2:3][CH2:4][CH2:5][CH3:6] |f:1.2.3.4|. Reported procedure: Under an atmosphere of argon, ethanol solution of (2S)-2-hexylpent-4-ynoic acid was reacted in the presence of palladium-calcium carbonate to give (3S)-3-hexyl-5-methylidenedihydrofuran-2-(3H)-one. The obtained compound was reacted in the presence of 5% palladium-carbon, under an atmosphere of hydrogen gas, to give the compound of the present invention having the following physical data. Starting materials: COc1cc(C(C#N)C(=O)OC(C)(C)C)ccc1[N+](=O)[O-], ClCCl, CCOCC, O=C(O)C(F)(F)F. Yields the product COc1cc(CC#N)ccc1[N+](=O)[O-]. Reaction SMILES: [C:1]([O:2][C:3](=[O:4])[CH:7]([c:8]1[cH:9][c:10]([O:17][CH3:18])[c:11]([N+:14](=[O:15])[O-:16])[cH:12][cH:13]1)[C:19]#[N:20])([CH3:5])([CH3:6])[CH3:21].[CH2:22]([Cl:23])[Cl:24].[CH3:32][CH2:33][O:34][CH2:35][CH3:36].[OH:25][C:26]([C:27]([F:28])([F:29])[F:30])=[O:31]>>[CH2:7]([c:8]1[cH:9][c:10]([O:17][CH3:18])[c:11]([N+:14](=[O:15])[O-:16])[cH:12][cH:13]1)[C:19]#[N:20]. Starting materials: FC(C=1C=C(CN2C(C3=C(OCCC2)N=C(C=C3C3=C(C=CC=C3)C)Cl)=O)C=C(C1)C(F)(F)F)(F)F (5-[3,5-bis(trifluoromethyl)benzyl]-9-chloro-7-(2-methylphenyl)-6-oxo-2,3,4,5-tetrahydro-6H-pyrido[2,3-b][1,5]oxazocine), O=C1N(CCC1)C1CCNCC1 (4-(2-oxopyrrolidine-1-yl)piperidine). Product: FC(C=1C=C(CN2C(C3=C(OCCC2)N=C(C=C3C3=C(C=CC=C3)C)N3CCC(CC3)N3C(CCC3)=O)=O)C=C(C1)C(F)(F)F)(F)F (5-[3,5-bis(trifluoromethyl)benzyl]-7-(2-methylphenyl)-6-oxo-9-[4-(2-oxopyrrolidine-1-yl)piperidine-1-yl]-2,3,4,5-tetrahydro-6H-pyrido[2,3-b][1,5]oxazocine). Yield: 38.8%. RXN SMILES: [F:1][C:2]([F:36])([F:35])[C:3]1[CH:4]=[C:5]([CH:28]=[C:29]([C:31]([F:34])([F:33])[F:32])[CH:30]=1)[CH2:6][N:7]1[CH2:14][CH2:13][CH2:12][O:11][C:10]2[N:15]=[C:16](Cl)[CH:17]=[C:18]([C:19]3[CH:24]=[CH:23][CH:22]=[CH:21][C:20]=3[CH3:25])[C:9]=2[C:8]1=[O:27].[O:37]=[C:38]1[CH2:42][CH2:41][CH2:40][N:39]1[CH:43]1[CH2:48][CH2:47][NH:46][CH2:45][CH2:44]1>>[F:1][C:2]([F:36])([F:35])[C:3]1[CH:4]=[C:5]([CH:28]=[C:29]([C:31]([F:34])([F:33])[F:32])[CH:30]=1)[CH2:6][N:7]1[CH2:14][CH2:13][CH2:12][O:11][C:10]2[N:15]=[C:16]([N:46]3[CH2:45][CH2:44][CH:43]([N:39]4[CH2:40][CH2:41][CH2:42][C:38]4=[O:37])[CH2:48][CH2:47]3)[CH:17]=[C:18]([C:19]3[CH:24]=[CH:23][CH:22]=[CH:21][C:20]=3[CH3:25])[C:9]=2[C:8]1=[O:27]. Procedure: In a similar manner to Example 1, 5-[3,5-bis(trifluoromethyl)benzyl]-9-chloro-7-(2-methylphenyl)-6-oxo-2,3,4,5-tetrahydro-6H-pyrido[2,3-b][1,5]oxazocine (47.6 mg) was reacted with 4-(2-oxopyrrolidine-1-yl)piperidine (38.0 mg) to obtain 5-[3,5-bis(trifluoromethyl)benzyl]-7-(2-methylphenyl)-6-oxo-9-[4-(2-oxopyrrolidine-1-yl)piperidine-1-yl]-2,3,4,5-tetrahydro-6H-pyrido[2,3-b][1,5]oxazocine (23.1 mg, 39%). Starting materials: acetal, C(C)OC(CN(C1=CC=C(C=C1)F)C(=O)OCC1=CC=CC=C1)OCC (N-benzyloxycarbonyl-p-fluoroanilinoacetaldehyde diethyl acetal), Cl.OC=1C=C(CCN)C=CC1O (3,4-dihydroxyphenethylamine hydrochloride), C(CCC)O (n-butyl alcohol). Run in O (water). Product: Cl.C(C1=CC=CC=C1)OC(=O)N(C1=CC=C(C=C1)F)CC1NCCC2=CC(=C(C=C12)O)O (1-(N-benzyloxycarbonyl-p-fluoroanilinomethyl)-6,7-dihydroxy-1,2,3,4-tetrahydroisoquinoline hydrochloride). The yield is 44.6%. Reaction SMILES: C(O[CH:4](OCC)[CH2:5][N:6]([C:14]([O:16][CH2:17][C:18]1[CH:23]=[CH:22][CH:21]=[CH:20][CH:19]=1)=[O:15])[C:7]1[CH:12]=[CH:11][C:10]([F:13])=[CH:9][CH:8]=1)C.[ClH:27].[OH:28][C:29]1[CH:30]=[C:31]([CH:35]=[CH:36][C:37]=1[OH:38])[CH2:32][CH2:33][NH2:34].C(O)CCC>O>[ClH:27].[CH2:17]([O:16][C:14]([N:6]([CH2:5][CH:4]1[C:35]2[C:31](=[CH:30][C:29]([OH:28])=[C:37]([OH:38])[CH:36]=2)[CH2:32][CH2:33][NH:34]1)[C:7]1[CH:8]=[CH:9][C:10]([F:13])=[CH:11][CH:12]=1)=[O:15])[C:18]1[CH:19]=[CH:20][CH:21]=[CH:22][CH:23]=1 |f:1.2,5.6|. Procedure details: N-benzyloxycarbonyl-p-fluoroanilinoacetaldehyde diethyl acetal (6 g) and 3,4-dihydroxyphenethylamine hydrochloride (2.5 g) were added to a mixture of n-butyl alcohol (60 ml) and water (8.5 ml). The mixture was then refluxed for 11 hours in a stream of nitrogen. In the course of the reaction, amounts of the above-mentioned acetal (0.6 g and 1.2 g) were added to the mixture after 4.5 hours and 6 hours, respectively, from the beginning of the reaction. The reaction mixture was concentrated to dryne... The reactants are ClC=1C(=NC(=NC1)NC=1C=C2C3CN(CC(C2=CC1)CC3)CC#C)NC3=C(C(=O)NC)C=CC=C3 (2-[5-chloro-2-(10-prop-2-ynyl-10-aza-tricyclo[6.3.2.0*2,7*]trideca-2,4,6-trien-4-ylamino)-pyrimidin-4-ylamino]-N-methyl-benzamide), BrCC#N (bromo-acetonitrile). The product is ClC=1C(=NC(=NC1)NC=1C=C2C3CN(CC(C2=CC1)CC3)CC#N)NC3=C(C(=O)NC)C=CC=C3 (2-[5-Chloro-2-(10-cyanomethyl-10-aza-tricyclo[6.3.2.0*2,7*]trideca-2,4,6-trien-4-ylamino)-pyrimidin-4-ylamino]-N-methyl-benzamide), foam. Isolated yield 76.0%. As a reaction SMILES: [Cl:1][C:2]1[C:3]([NH:25][C:26]2[CH:35]=[CH:34][CH:33]=[CH:32][C:27]=2[C:28]([NH:30][CH3:31])=[O:29])=[N:4][C:5]([NH:8][C:9]2[CH:10]=[C:11]3[C:17](=[CH:18][CH:19]=2)[CH:16]2[CH2:20][CH2:21][CH:12]3[CH2:13][N:14]([CH2:22][C:23]#C)[CH2:15]2)=[N:6][CH:7]=1.BrCC#[N:39]>>[Cl:1][C:2]1[C:3]([NH:25][C:26]2[CH:35]=[CH:34][CH:33]=[CH:32][C:27]=2[C:28]([NH:30][CH3:31])=[O:29])=[N:4][C:5]([NH:8][C:9]2[CH:10]=[C:11]3[C:17](=[CH:18][CH:19]=2)[CH:16]2[CH2:20][CH2:21][CH:12]3[CH2:13][N:14]([CH2:22][C:23]#[N:39])[CH2:15]2)=[N:6][CH:7]=1. Procedure: 2-[5-Chloro-2-(10-cyanomethyl-10-aza-tricyclo[6.3.2.0*2,7*]trideca-2,4,6-trien-4-ylamino)-pyrimidin-4-ylamino]-N-methyl-benzamide was prepared from 2-[5-chloro-2-(10-prop-2-ynyl-10-aza-tricyclo[6.3.2.0*2,7*]trideca-2,4,6-trien-4-ylamino)-pyrimidin-4-ylamino]-N-methyl-benzamide and bromo-acetonitrile in an analogous manner to Example 279. Product isolated as a yellow foam (83 mg, 76%). LCMS (m/e) 488 (M+1); 1H-NMR (CDCl3, 400 MHz) δ 11.02 (s, 1H), 8.64 (d, 1H, J=7.8 Hz), 8.09 (s, 1H), 7.52-7.40 (... Run in CCO (EtOH). Reaction SMILES: I[C:2]1[CH:7]=[CH:6][C:5]([N+:8]([O-:10])=[O:9])=[CH:4][CH:3]=1.[Br:11][C:12]1[CH:17]=[CH:16][C:15]([SH:18])=[CH:14][CH:13]=1.C(=O)(O)[O-].[Na+]>CCO>[Br:11][C:12]1[CH:17]=[CH:16][C:15]([S:18][C:2]2[CH:7]=[CH:6][C:5]([N+:8]([O-:10])=[O:9])=[CH:4][CH:3]=2)=[CH:14][CH:13]=1 |f:2.3|. Starting materials: IC1=CC=C(C=C1)[N+](=O)[O-] (1-iodo-4-nitrobenzene), BrC1=CC=C(C=C1)S (4-bromobenzenethiol), 4-substituted-benzenethiol, ( V ), C([O-])(O)=O.[Na+] (sodium bicarbonate). Reported procedure: 1 equivalent of 1-iodo-4-nitrobenzene (IV) and 4-bromobenzenethiol (or a corresponding 4-substituted-benzenethiol) (V) were dissolved in EtOH. 8 equivalents of sodium bicarbonate were added and the mixture was stirred at reflux for 22 hours. The solvent was removed and the residue was suspended in water. The precipitate was filtered and washed with 1 M sodium hydroxide and water. The final product was obtained after re-crystallization from ethanol/water (yield: 60%). Product: BrC1=CC=C(C=C1)SC1=CC=C(C=C1)[N+](=O)[O-] ((4-bromophenyl)(4-nitrophenyl)sulfane). Reactants: C(CCCCCCCCCCCCCCCCC)(=O)O (stearic acid), CCCCC(CC)CCC(CC(C)C)OS(=O)(=O)[O-].[Na+] (Tergitol), [O-2].[Zn+2] (zinc oxide), Methocel. Run in O (water). Reaction conditions: temperature 67.5 celsius, time 1 hour. Product: C(CCCCCCCCCCCCCCCCC)(=O)[O-].[Zn+2].C(CCCCCCCCCCCCCCCCC)(=O)[O-] (zinc stearate). As a reaction SMILES: [C:1]([OH:20])(=[O:19])[CH2:2][CH2:3][CH2:4][CH2:5][CH2:6][CH2:7][CH2:8][CH2:9][CH2:10][CH2:11][CH2:12][CH2:13][CH2:14][CH2:15][CH2:16][CH2:17][CH3:18].[O-2].[Zn+2:22].CCCCC(CCC(OS([O-])(=O)=O)CC(C)C)CC.[Na+]>O>[C:1]([O-:20])(=[O:19])[CH2:2][CH2:3][CH2:4][CH2:5][CH2:6][CH2:7][CH2:8][CH2:9][CH2:10][CH2:11][CH2:12][CH2:13][CH2:14][CH2:15][CH2:16][CH2:17][CH3:18].[Zn+2:22].[C:1]([O-:20])(=[O:19])[CH2:2][CH2:3][CH2:4][CH2:5][CH2:6][CH2:7][CH2:8][CH2:9][CH2:10][CH2:11][CH2:12][CH2:13][CH2:14][CH2:15][CH2:16][CH2:17][CH3:18] |f:1.2,3.4,6.7.8|. Procedure: A molten stearic acid (22 grams, Industrene 7018) was added gradually to a stirred slurry comprising zinc oxide (3.6 grams), Methocel F50 (0.2 gram), Tergitol 15-S-7 (0.2 gram), and water (70 grams) at 55° C. The mixture was stirred at 65-70° C. for 1 hour to produce a yield of zinc stearate of about 50% by its infrared spectrum. Reactants: COC(=O)c1c(Br)csc1N, O=C(O)Cc1cccc2cnccc12. The product is COC(=O)c1c(Br)csc1NC(=O)Cc1cccc2cnccc12. As a reaction SMILES: [NH2:15][c:16]1[s:17][cH:18][c:19]([Br:25])[c:20]1[C:21](=[O:22])[O:23][CH3:24].[cH:1]1[n:2][cH:3][cH:4][c:5]2[c:6]([CH2:11][C:12](=[O:13])[OH:14])[cH:7][cH:8][cH:9][c:10]12>>[cH:1]1[n:2][cH:3][cH:4][c:5]2[c:6]([CH2:11][C:12](=[O:14])[NH:15][c:16]3[s:17][cH:18][c:19]([Br:25])[c:20]3[C:21](=[O:22])[O:23][CH3:24])[cH:7][cH:8][cH:9][c:10]12. Starting materials: ClC=1C2=C(N=C(N1)N)N(N=N2)CC2=NC(=CC=C2)C2(CCOCC2)O (7-chloro-3-(6-[4-hydroxytetrahydropyran-4-yl]pyrid-2-ylmethyl)-3H-[1,2,3]triazolo[4,5-d]pyrimidin-5-amine), CC=1N=CSC1 (4-methylthiazole). Product: CC=1N=C(SC1)C=1C2=C(N=C(N1)N)N(N=N2)CC2=NC(=CC=C2)C2(CCOCC2)O (7-(4-methylthiazol-2-yl)-3-(6-[4-hydroxytetrahydropyran-4-yl]pyrid-2-ylmethyl)-3H-[1,2,3]triazolo[4,5-d]pyrimidin-5-amine). Reaction SMILES: Cl[C:2]1[C:3]2[N:11]=[N:10][N:9]([CH2:12][C:13]3[CH:18]=[CH:17][CH:16]=[C:15]([C:19]4([OH:25])[CH2:24][CH2:23][O:22][CH2:21][CH2:20]4)[N:14]=3)[C:4]=2[N:5]=[C:6]([NH2:8])[N:7]=1.[CH3:26][C:27]1[N:28]=[CH:29][S:30][CH:31]=1>>[CH3:26][C:27]1[N:28]=[C:29]([C:2]2[C:3]3[N:11]=[N:10][N:9]([CH2:12][C:13]4[CH:18]=[CH:17][CH:16]=[C:15]([C:19]5([OH:25])[CH2:24][CH2:23][O:22][CH2:21][CH2:20]5)[N:14]=4)[C:4]=3[N:5]=[C:6]([NH2:8])[N:7]=2)[S:30][CH:31]=1. Procedure details: This is prepared from 7-chloro-3-(6-[4-hydroxytetrahydropyran-4-yl]pyrid-2-ylmethyl)-3H-[1,2,3]triazolo[4,5-d]pyrimidin-5-amine and 4-methylthiazole by the method of Example 38. The reactants are CC(C)(C)OC(=O)N1CCCCC1CC=Cc1cccc(Cl)c1, O=C(O)C(F)(F)F. Product: Clc1cccc(C=CCC2CCCCN2)c1. Reaction SMILES: [C:8]([O:9][C:10](=[O:11])[N:15]1[CH:16]([CH2:21][CH:22]=[CH:23][c:24]2[cH:25][c:26]([Cl:30])[cH:27][cH:28][cH:29]2)[CH2:17][CH2:18][CH2:19][CH2:20]1)([CH3:12])([CH3:13])[CH3:14].[OH:1][C:2]([C:3]([F:4])([F:5])[F:6])=[O:7]>>[NH:15]1[CH:16]([CH2:21][CH:22]=[CH:23][c:24]2[cH:25][c:26]([Cl:30])[cH:27][cH:28][cH:29]2)[CH2:17][CH2:18][CH2:19][CH2:20]1.